This data is from the Open Reaction Database (ORD), a public repository of structured organic reaction records. The task is: describe an organic reaction: reactants, conditions, products, and yield The reactants are CO (methanol), FC1=CC=C(NC2=C(C(=O)OC(C)(C)C)C=CC(=C2)[N+](=O)[O-])C=C1 (tert-butyl 2-(4-fluoroanilino)-4-nitrobenzoate). The reagents and catalysts are [C].[Pd] (palladium-carbon). The solvent is C(C)(=O)OCC (ethyl acetate). Reaction conditions: time 6 hour. Yields the product NC1=CC(=C(C(=O)OC(C)(C)C)C=C1)NC1=CC=C(C=C1)F (tert-butyl 4-amino-2-(4-fluoroanilino)benzoate). Isolated yield 98.9%. As a reaction SMILES: CO.[F:3][C:4]1[CH:26]=[CH:25][C:7]([NH:8][C:9]2[CH:21]=[C:20]([N+:22]([O-])=O)[CH:19]=[CH:18][C:10]=2[C:11]([O:13][C:14]([CH3:17])([CH3:16])[CH3:15])=[O:12])=[CH:6][CH:5]=1>[C].[Pd].C(OCC)(=O)C>[NH2:22][C:20]1[CH:19]=[CH:18][C:10]([C:11]([O:13][C:14]([CH3:17])([CH3:16])[CH3:15])=[O:12])=[C:9]([NH:8][C:7]2[CH:25]=[CH:26][C:4]([F:3])=[CH:5][CH:6]=2)[CH:21]=1 |f:2.3|. Reported procedure: To a mixed solution of methanol 5.0 mL and ethyl acetate 5.0 mL of tert-butyl 2-(4-fluoroanilino)-4-nitrobenzoate 1.0 g, was added 5% palladium-carbon 0.20 g, and it was stirred under hydrogen atmosphere at room temperature for 6 hours. Insoluble matter was filtrated, the solvent was removed under reduced pressure to give tert-butyl 4-amino-2-(4-fluoroanilino)benzoate 0.90 g of white solid. Reactants: C(=C/CCCCCCC)/O (Cis-nonen-1-ol), [Br-].[Na+] (sodium bromide), C([O-])(O)=O.[Na+] (sodium bicarbonate). Solvent: O (water), [O-]Cl.[Na+] (NaOCl), ClCCl (dichloromethane). Product: C(CCCC)[C@@H]1[C@@H](C1)CC(=O)O (cis-2-(2'-pentylcyclopropyl)acetic acid). Reaction SMILES: [CH:1](/O)=[CH:2]/[CH2:3][CH2:4][CH2:5][CH2:6][CH2:7][CH2:8][CH3:9].[Br-].[Na+].[C:13](=[O:16])(O)[O-:14].[Na+]>ClCCl.O.[O-]Cl.[Na+]>[CH2:5]([C@H:6]1[CH2:7][C@H:8]1[CH2:9][C:13]([OH:14])=[O:16])[CH2:4][CH2:3][CH2:2][CH3:1] |f:1.2,3.4,7.8|. Reported procedure: Cis-nonen-1-ol (10.0 g) is subjected to the cyclopropanation conditions as described in the preparation of Example 52. The resulting residue is taken up in 100 mL of dichloromethane at 0° C., followed by the addition of 800 mg of sodium bromide in 2 mL of water and 150 mg of 2,2,6,6-tetramethyl-1-piperidinyloxy, free radical. To this mixture is added 1.50 g of Aliquot 336 followed by the dropwise addition of 9.2 g of sodium bicarbonate in 230 mL of 5% NaOCl. The aqueous phase is made basic, sepa... The reactants are Cl (hydrochloric acid), C(C)(C)(C)OC(=O)N1C=C(C=2C1=C(N=CC2C(=O)N2CCCCC2)Cl)C (7-chloro-3-methyl-4-(1-piperidin-1-yl-methanoyl)-pyrrolo[2,3-c]pyridine-1-carboxylic acid tert-butyl ester), C(#N)C=1C=C(N)C=CC1 (3-cyanoaniline), C(C)OCC (diethyl ether). The reagents and catalysts are C(C)OCC (diethyl ether). Solvent: C(C)(=O)OCC (ethyl acetate). The product is Cl.C(#N)C=1C=C(C=CC1)NC=1N=CC(=C2C1NC=C2C)C(=O)N2CCCCC2 (1-[7-(3-Cyano-phenylamino)-3-methyl-1H-pyrrolo[2,3-c]pyridin-4-yl]-1-piperidin-1-yl-methanone hydrochloride salt). Isolated yield 26.5%. RXN SMILES: C(OC([N:8]1[C:12]2=[C:13]([Cl:25])[N:14]=[CH:15][C:16]([C:17]([N:19]3[CH2:24][CH2:23][CH2:22][CH2:21][CH2:20]3)=[O:18])=[C:11]2[C:10]([CH3:26])=[CH:9]1)=O)(C)(C)C.[C:27]([C:29]1[CH:30]=[C:31]([CH:33]=[CH:34][CH:35]=1)[NH2:32])#[N:28].C(OCC)C.Cl>C(OCC)(=O)C.C(OCC)C>[ClH:25].[C:27]([C:29]1[CH:30]=[C:31]([NH:32][C:13]2[N:14]=[CH:15][C:16]([C:17]([N:19]3[CH2:20][CH2:21][CH2:22][CH2:23][CH2:24]3)=[O:18])=[C:11]3[C:10]([CH3:26])=[CH:9][NH:8][C:12]=23)[CH:33]=[CH:34][CH:35]=1)#[N:28] |f:6.7|. Reported procedure: Prepared in a similar manner to Example 4(d) from 7-chloro-3-methyl-4-(1-piperidin-1-yl-methanoyl)-pyrrolo[2,3-c]pyridine-1-carboxylic acid tert-butyl ester (90 mg) and using 3-cyanoaniline (56 mg) instead of 3-bromoaniline and heating for 15 rather than 30 minutes. Isolated by MDAP rather than trituration with diethyl ether and then suspended in ethyl acetate (10 ml) and treated with a solution of 1M hydrochloric acid in diethyl ether (10 drops). The mixture was evaporated and dried at 40° C. u... The product is Cl[Cr](Cl)C1=Cc2ccccc2C1c1cccc2cccnc12. RXN SMILES: [CH2:25]1[O:26][CH2:27][CH2:28][CH2:29]1.[Cl-:21].[Cl-:23].[Cl-:24].[Cr+3:22].[KH:1].[n:2]1[cH:3][cH:4][cH:5][c:6]2[cH:7][cH:8][cH:9][c:10]([CH:12]3[CH:13]=[CH:14][c:15]4[cH:16][cH:17][cH:18][cH:19][c:20]43)[c:11]12>>[n:2]1[cH:3][cH:4][cH:5][c:6]2[cH:7][cH:8][cH:9][c:10]([CH:12]3[C:13]([Cr:22]([Cl:21])[Cl:23])=[CH:14][c:15]4[cH:16][cH:17][cH:18][cH:19][c:20]43)[c:11]12. Reactants: C1CCOC1, [Cl-], [Cl-], [Cl-], [Cr+3], [KH], C1=CC(c2cccc3cccnc23)c2ccccc21.